describe an organic reaction: reactants, conditions, products, and yield From a dataset of the Open Reaction Database (ORD), a public repository of structured organic reaction records. Starting materials: C(C1=CC=CC=C1)N1C2CC(CC1C(C2)O)=O (8-benzyl-6-hydroxy-8-azabicyclo[3.2.1]octan-3-one), CC1=CC=C(C=C1)S(=O)(=O)C[N+]#[C-] (TosMIC), CC(C)(C)[O-].[K+] (t-BuOK). The solvent is COCCOC (DME), CCO (EtOH). Conditions: time 30 minute. Yields the product C(C1=CC=CC=C1)N1C2CC(CC1C(C2)O)C#N (8-benzyl-6-hydroxy-8-azabicyclo[3.2.1]octane-3-carbonitrile). Yield: 63.6%. Reaction SMILES: [CH2:1]([N:8]1[CH:13]2[CH:14]([OH:16])[CH2:15][CH:9]1[CH2:10][C:11](=O)[CH2:12]2)[C:2]1[CH:7]=[CH:6][CH:5]=[CH:4][CH:3]=1.CC1C=CC(S([CH2:28][N+:29]#[C-])(=O)=O)=CC=1.CC([O-])(C)C.[K+]>COCCOC.CCO>[CH2:1]([N:8]1[CH:13]2[CH:14]([OH:16])[CH2:15][CH:9]1[CH2:10][CH:11]([C:28]#[N:29])[CH2:12]2)[C:2]1[CH:7]=[CH:6][CH:5]=[CH:4][CH:3]=1 |f:2.3|. Procedure: To a mixture of 8-benzyl-6-hydroxy-8-azabicyclo[3.2.1]octan-3-one (1.2 g) and TosMIC (1.95 g) in a mixture of 20 mL of DME and 0.5 mL of absolute EtOH was added t-BuOK (3.5 g) portionwise while keeping the temperature between 5 and 10° C. The resulting mixture was stirred at room temperature 30 min, and then warmed to 35-40° C. for another 30 minutes. The suspension thus obtained was cooled to room temperature, and the precipitate (TosK) was removed and extracted with DME. The combined DME solut... Starting materials: Cl (hydrochloric acid), C=O (Formaldehyde), aqueous solution, ClC1=CC=C(OCCNCCCN2C=NC=C2)C=C1 (N-[2-(4-Chlorophenoxy)ethyl]-3-(imidazol-1-yl) propylamine). Run in C(=O)O (formic acid). Reaction conditions: temperature 95 celsius. Product: ClC1=CC=C(OCCN(C)CCCN2C=NC=C2)C=C1 (N-[2-(4-chlorophenoxy)ethyl]-3-(imidazol-1-yl)-N-methylpropylamine). As a reaction SMILES: [Cl:1][C:2]1[CH:19]=[CH:18][C:5]([O:6][CH2:7][CH2:8][NH:9][CH2:10][CH2:11][CH2:12][N:13]2[CH:17]=[CH:16][N:15]=[CH:14]2)=[CH:4][CH:3]=1.[CH2:20]=O.Cl>C(O)=O>[Cl:1][C:2]1[CH:3]=[CH:4][C:5]([O:6][CH2:7][CH2:8][N:9]([CH2:10][CH2:11][CH2:12][N:13]2[CH:17]=[CH:16][N:15]=[CH:14]2)[CH3:20])=[CH:18][CH:19]=1. Procedure details: N-[2-(4-Chlorophenoxy)ethyl]-3-(imidazol-1-yl) propylamine (1.50 g) was added dropwise to 98% formic acid (1.0 ml) at 0° C. Formaldehyde (0.96 ml of a 37% aqueous solution) was added and the mixture heated at 95° C. for 6 hours. On cooling, concentrated hydrochloric acid (0.6 ml) was added. The mixture was evaporated to dryness and the residue dissolved in water, basified with 5M sodium hydroxide solution and extracted with ethyl acetate to give N-[2-(4-chlorophenoxy)ethyl]-3-(imidazol-1-yl)-N-m... The reactants are C1CCOC1, CO, COC(=O)CN1CCN(C(c2ccc(Cl)cc2)c2ccc(Cl)cc2)CC1=O, [Li+], [OH-], O, O. The product is O=C(O)CN1CCN(C(c2ccc(Cl)cc2)c2ccc(Cl)cc2)CC1=O. As a reaction SMILES: [CH2:31]1[O:32][CH2:33][CH2:34][CH2:35]1.[CH3:36][OH:37].[Cl:1][c:2]1[cH:3][cH:4][c:5]([CH:8]([N:9]2[CH2:10][C:11](=[O:20])[N:12]([CH2:15][C:16](=[O:17])[O:18][CH3:19])[CH2:13][CH2:14]2)[c:21]2[cH:22][cH:23][c:24]([Cl:27])[cH:25][cH:26]2)[cH:6][cH:7]1.[Li+:30].[OH-:29].[OH2:28].[OH2:38]>>[Cl:1][c:2]1[cH:3][cH:4][c:5]([CH:8]([N:9]2[CH2:10][C:11](=[O:20])[N:12]([CH2:15][C:16](=[O:17])[OH:18])[CH2:13][CH2:14]2)[c:21]2[cH:22][cH:23][c:24]([Cl:27])[cH:25][cH:26]2)[cH:6][cH:7]1. The reactants are CCO, O=[Hg], COc1cc2c(cc1CNC1CCCN(C(=S)NCCN)C1c1ccccc1)N(C)C(=O)CC2. Product: COc1cc2c(cc1CNC1CCCN(C3=NCCN3)C1c1ccccc1)N(C)C(=O)CC2. RXN SMILES: [CH3:35][CH2:36][OH:37].[Hg:38]=[O:39].[NH2:1][CH2:2][CH2:3][NH:4][C:5](=[S:6])[N:7]1[CH:8]([c:29]2[cH:30][cH:31][cH:32][cH:33][cH:34]2)[CH:9]([NH:13][CH2:14][c:15]2[c:16]([O:27][CH3:28])[cH:17][c:18]3[c:23]([cH:24]2)[N:22]([CH3:25])[C:21](=[O:26])[CH2:20][CH2:19]3)[CH2:10][CH2:11][CH2:12]1>>[N:1]1=[C:5]([N:7]2[CH:8]([c:29]3[cH:30][cH:31][cH:32][cH:33][cH:34]3)[CH:9]([NH:13][CH2:14][c:15]3[c:16]([O:27][CH3:28])[cH:17][c:18]4[c:23]([cH:24]3)[N:22]([CH3:25])[C:21](=[O:26])[CH2:20][CH2:19]4)[CH2:10][CH2:11][CH2:12]2)[NH:4][CH2:3][CH2:2]1.